Dataset: the Open Reaction Database (ORD), a public repository of structured organic reaction records. Task: describe an organic reaction: reactants, conditions, products, and yield Starting materials: [N+](=O)([O-])C1=CC=C(O1)C(=O)O (5-nitrofuran-2-carboxylic acid), P(Cl)(Cl)(Cl)(Cl)Cl (phosphorous pentachloride). Solvent: C(C)(=O)OCC (ethyl acetate). Reaction conditions: time 45 minute. Product: [N+](=O)([O-])C1=CC=C(O1)C(=O)Cl (5-nitrofuran-2-carboxylic acid chloride). RXN SMILES: [N+:1]([C:4]1[O:8][C:7]([C:9]([OH:11])=O)=[CH:6][CH:5]=1)([O-:3])=[O:2].P(Cl)(Cl)(Cl)(Cl)[Cl:13]>C(OCC)(=O)C>[N+:1]([C:4]1[O:8][C:7]([C:9]([Cl:13])=[O:11])=[CH:6][CH:5]=1)([O-:3])=[O:2]. Procedure: To a solution of 1.2 g of 5-nitrofuran-2-carboxylic acid in 15 ml of ethyl acetate, was added 2.5 g of phosphorous pentachloride. The resulting mixture was stirred for 45 minutes at room temperature. Distilling off the solvent gave the oily substance, 5-nitrofuran-2-carboxylic acid chloride. Reactants: CO, N#Cc1ncccc1N1CCCc2ccccc21, N. Yields the product NCc1ncccc1N1CCCc2ccccc21. As a reaction SMILES: [CH3:20][OH:21].[N:1]1([c:11]2[c:12]([C:17]#[N:18])[n:13][cH:14][cH:15][cH:16]2)[CH2:2][CH2:3][CH2:4][c:5]2[cH:6][cH:7][cH:8][cH:9][c:10]21.[NH3:19]>>[N:1]1([c:11]2[c:12]([CH2:17][NH2:18])[n:13][cH:14][cH:15][cH:16]2)[CH2:2][CH2:3][CH2:4][c:5]2[cH:6][cH:7][cH:8][cH:9][c:10]21. Starting materials: ClC=1C=CC(=C(C1)C1=CC(N(C=C1OC)C(C(=O)NC1=CC=C(C(=O)OCC)C=C1)CC1(CCOCC1)C)=O)C#N (ethyl 4-({2-[4-(5-chloro-2-cyanophenyl)-5-methoxy-2-oxopyridin-1(2H)-yl]-3-(4-methyltetrahydro-2H-pyran-4-yl)propanoyl}amino)benzoate), C([O-])([O-])=O.[Cs+].[Cs+] (caesium carbonate). Reaction SMILES: [Cl:1][C:2]1[CH:3]=[CH:4][C:5]([C:40]#[N:41])=[C:6]([C:8]2[C:13]([O:14][CH3:15])=[CH:12][N:11]([CH:16]([CH2:31][C:32]3([CH3:38])[CH2:37][CH2:36][O:35][CH2:34][CH2:33]3)[C:17]([NH:19][C:20]3[CH:30]=[CH:29][C:23]([C:24]([O:26]CC)=[O:25])=[CH:22][CH:21]=3)=[O:18])[C:10](=[O:39])[CH:9]=2)[CH:7]=1.C(=O)([O-])[O-].[Cs+].[Cs+]>C(O)C.O>[Cl:1][C:2]1[CH:3]=[CH:4][C:5]([C:40]#[N:41])=[C:6]([C:8]2[C:13]([O:14][CH3:15])=[CH:12][N:11]([CH:16]([CH2:31][C:32]3([CH3:38])[CH2:37][CH2:36][O:35][CH2:34][CH2:33]3)[C:17]([NH:19][C:20]3[CH:30]=[CH:29][C:23]([C:24]([OH:26])=[O:25])=[CH:22][CH:21]=3)=[O:18])[C:10](=[O:39])[CH:9]=2)[CH:7]=1 |f:1.2.3,4.5|. The solvent is C(C)O.O (ethanol water). Reported procedure: 69.0 mg (119 μmol) of ethyl 4-({2-[4-(5-chloro-2-cyanophenyl)-5-methoxy-2-oxopyridin-1(2H)-yl]-3-(4-methyltetrahydro-2H-pyran-4-yl)propanoyl}amino)benzoate (racemate) in 4.3 ml of ethanol/water (3/1) were reacted with 198 mg (609 μmol) of caesium carbonate according to General Method 4, giving the title compound after preparative HPLC [column: Chromatorex C18, 10 μm, 125 mm×30 mm, mobile phase: acetonitrile/0.1% formic acid gradient (0 to 3 min 10% acetonitrile, to 35 min 90% acetonitrile and a ... Product: ClC=1C=CC(=C(C1)C1=CC(N(C=C1OC)C(C(=O)NC1=CC=C(C(=O)O)C=C1)CC1(CCOCC1)C)=O)C#N (4-({2-[4-(5-Chloro-2-cyanophenyl)-5-methoxy-2-oxopyridin-1(2H)-yl]-3-(4-methyltetrahydro-2H-pyran-4-yl)propanoyl}amino)benzoic acid). Starting materials: OOS(=O)[O-].[K+] (Oxone), S1CC=C(C2=C1C=CC=C2)C2=CC=C(C(=O)OC)C=C2 (Methyl 4-(2H-1-benzothiopyran-4-yl)benzoate), 33b, [OH-].[Na+] (sodium hydroxide). Run in O (water), CO (methanol), O (water). Run at temperature 0 celsius, time 1 hour. Product: O=S1(CC=C(C2=C1C=CC=C2)C2=CC=C(C(=O)OC)C=C2)=O (methyl 4-(1,1-dioxido-2H-1-benzothiopyran-4-yl)benzoate). Yield: 91.0%. RXN SMILES: S1[C:6]2[CH:7]=[CH:8][CH:9]=[CH:10][C:5]=2[C:4]([C:11]2[CH:20]=[CH:19][C:14]([C:15]([O:17][CH3:18])=[O:16])=[CH:13][CH:12]=2)=[CH:3][CH2:2]1.O[O:22][S:23]([O-:25])=O.[K+].[OH-].[Na+]>CO.O>[O:22]=[S:23]1(=[O:25])[C:10]2[CH:9]=[CH:8][CH:7]=[CH:6][C:5]=2[C:4]([C:11]2[CH:12]=[CH:13][C:14]([C:15]([O:17][CH3:18])=[O:16])=[CH:19][CH:20]=2)=[CH:3][CH2:2]1 |f:1.2,3.4|. Reported procedure: Methyl 4-(2H-1-benzothiopyran-4-yl)benzoate from reaction 33b (0.77 g, 2.75 mmol) was dissolved in methanol (30 mL) cooled to 0° C. and Oxone® (6.76 g, 11.1 mmol) in water (7 mL) was added. The reaction was stirred for 1 h at 0° C. and then allowed to warm to room temperature and stir for another hour. The reaction was diluted with water, pH adjusted to pH=8 with 1 N sodium hydroxide. This was extracted with ethyl acetate. The combined organic layers were washed with water, brine, dried over mag... The reactants are COCCOc1ccccc1-c1cc(=O)[nH]c(C)n1, N, O=P(Cl)(Cl)Cl. Yields the product COCCOc1ccccc1-c1cc(Cl)nc(C)n1. As a reaction SMILES: [CH3:1][O:2][CH2:3][CH2:4][O:5][c:6]1[c:7](-[c:12]2[cH:13][c:14](=[O:19])[nH:15][c:16]([CH3:18])[n:17]2)[cH:8][cH:9][cH:10][cH:11]1.[NH3:20].[P:21]([Cl:22])([Cl:23])([Cl:24])=[O:25]>>[CH3:1][O:2][CH2:3][CH2:4][O:5][c:6]1[c:7](-[c:12]2[cH:13][c:14]([Cl:23])[n:15][c:16]([CH3:18])[n:17]2)[cH:8][cH:9][cH:10][cH:11]1. Reactants: [H-].[Na+] (sodium hydride), C(C)OC(=O)C=1NC2=CC(=C(C=C2C(C1)=O)C(CCC)=O)C (6-Butyryl-7-methyl-4-oxo-1,4-dihydroquinoline-2-carboxylic acid ethyl ester), C(C)I (ethyl iodide). The solvent is CN(C=O)C (dimethylformamide). Run at time 8 hour. Yields the product C(C)OC(=O)C1=NC2=CC(=C(C=C2C(=C1)OCC)C(CCC)=O)C (4-Ethoxy-6-butyryl-7-methylquinoline-2-carboxylic acid ethyl ester). Reaction SMILES: [CH2:1]([O:3][C:4]([C:6]1[NH:7][C:8]2[C:13]([C:14](=[O:16])[CH:15]=1)=[CH:12][C:11]([C:17](=[O:21])[CH2:18][CH2:19][CH3:20])=[C:10]([CH3:22])[CH:9]=2)=[O:5])[CH3:2].[H-].[Na+].[CH2:25](I)[CH3:26]>CN(C)C=O>[CH2:1]([O:3][C:4]([C:6]1[CH:15]=[C:14]([O:16][CH2:25][CH3:26])[C:13]2[C:8](=[CH:9][C:10]([CH3:22])=[C:11]([C:17](=[O:21])[CH2:18][CH2:19][CH3:20])[CH:12]=2)[N:7]=1)=[O:5])[CH3:2] |f:1.2|. Procedure: 16.3 g of 6-Butyryl-7-methyl-4-oxo-1,4-dihydroquinoline-2-carboxylic acid ethyl ester are dissolved in 330 ml of dimethylformamide, and 2.6 g of a 50% strength sodium hydride dispersion in mineral oil are added. Stirring is carried out overnight at room temperature and then 8.7 ml of ethyl iodide are added dropwise, and the mixture is stirred for 2 hours at room temperature, concentrated under reduced pressure at 60°, poured onto ice, acidified and filtered with suction. 4-Ethoxy-6-butyryl-7-met... Reactants: C(C)(C)(C)OOC(C)(C)C (2-(tert-butylperoxy)-2-methylpropane), FC1=CC=C(C=C1)C(CC(=O)OCC)=O (ethyl 3-(4-fluorophenyl)-3-oxopropanoate), BrC1=CC=C(C=C1)O (4-bromophenol), FeCl3.6H2O. Run in ClCCCl (DCE). Yields the product BrC=1C=CC2=C(C(=C(O2)C2=CC=C(C=C2)F)C(=O)OCC)C1 (ethyl 5-bromo-2-(4-fluorophenyl)benzofuran-3-carboxylate). Yield: 17.0%. RXN SMILES: [F:1][C:2]1[CH:7]=[CH:6][C:5]([C:8](=[O:15])[CH2:9][C:10]([O:12][CH2:13][CH3:14])=[O:11])=[CH:4][CH:3]=1.[Br:16][C:17]1[CH:22]=[CH:21][C:20](O)=[CH:19][CH:18]=1.C(OOC(C)(C)C)(C)(C)C>ClCCCl>[Br:16][C:17]1[CH:18]=[CH:19][C:20]2[O:15][C:8]([C:5]3[CH:4]=[CH:3][C:2]([F:1])=[CH:7][CH:6]=3)=[C:9]([C:10]([O:12][CH2:13][CH3:14])=[O:11])[C:21]=2[CH:22]=1. Reported procedure: A solution of ethyl 3-(4-fluorophenyl)-3-oxopropanoate (130 g, 0.6 mol), 4-bromophenol (311 g, 1.8 mol) and FeCl3.6H2O (19.5 g, 0.09 mol) in DCE (700 mL) was heated to reflux, and then 2-(tert-butylperoxy)-2-methylpropane (193 g, 1.32 mol) was added dropwise under nitrogen. After 6 hours of refluxing, the mixture was cooled to RT, quenched with saturated NaHSO3 and extracted with dichloromethane. The organic phases were washed with water, brine and dried over Na2SO4, filtered and concentrated in... The reactants are Cc1cc(-c2cccc(C(=O)CC(=O)Nc3cc(Cl)c(NCC(C)C)cc3NC(=O)OC(C)(C)C)c2)ccn1, ClCCl, O=C(O)C(F)(F)F. Product: Cc1cc(-c2cccc(C3=Nc4cc(NCC(C)C)c(Cl)cc4NC(=O)C3)c2)ccn1. RXN SMILES: [C:1]([O:2][C:3](=[O:4])[NH:7][c:8]1[c:9]([NH:20][C:21]([CH2:22][C:23](=[O:5])[c:25]2[cH:26][c:27](-[c:31]3[cH:32][c:33]([CH3:37])[n:34][cH:35][cH:36]3)[cH:28][cH:29][cH:30]2)=[O:38])[cH:10][c:11]([Cl:19])[c:12]([NH:14][CH2:15][CH:16]([CH3:17])[CH3:18])[cH:13]1)([CH3:6])([CH3:24])[CH3:39].[Cl:47][CH2:48][Cl:49].[F:40][C:41]([F:42])([F:43])[C:44]([OH:45])=[O:46]>>[N:7]1=[C:23]([c:25]2[cH:26][c:27](-[c:31]3[cH:32][c:33]([CH3:37])[n:34][cH:35][cH:36]3)[cH:28][cH:29][cH:30]2)[CH2:22][C:21](=[O:38])[NH:20][c:9]2[c:8]1[cH:13][c:12]([NH:14][CH2:15][CH:16]([CH3:17])[CH3:18])[c:11]([Cl:19])[cH:10]2. The reactants are C=C (ethylene), C(=C)Cl (vinyl chloride), C4 -hydrocarbons, C#C (acetylene), gamma-aluminum oxide. The reagents and catalysts are [Pd] (palladium). The product is CC (ethane), C(C)Cl (ethyl chloride), CCCC (n-butane). RXN SMILES: [CH2:1]=[CH2:2].[CH:3]([Cl:5])=[CH2:4].[CH:6]#[CH:7]>[Pd]>[CH3:3][CH3:4].[CH2:3]([Cl:5])[CH3:4].[CH3:1][CH2:2][CH2:6][CH3:7]. Procedure details: The reactor was packed to a bed height of 1.50 m with hydrogenation catalyst consisting of gamma-aluminum oxide with a specific surface of 120 m2 /g and doped with 0.1 wt % of palladium. The catalyst was used in the form of tablets measuring 3 mm×3 mm. In reactor 4, ethylene, vinyl chloride, unsaturated C4 -hydrocarbons and optionally acetylene were hydrogenated to form mainly ethane, ethyl chloride and n-butane. The superficial gas velocity calculated with respect to the internal reactor cross-...